describe an organic reaction: reactants, conditions, products, and yield From a dataset of the Open Reaction Database (ORD), a public repository of structured organic reaction records. Reactants: OC1=CC=C(C(=O)O)C=C1 (4-hydroxybenzoic acid), ClC=1C(=CC2=C(C=C(C(O2)C(F)(F)F)C(=O)OCC)C1)F (ethyl 6-chloro-7-fluoro-2-(trifluoromethyl)-2H-1-benzopyran-3-carboxylate), C([O-])([O-])=O.[K+].[K+] (potassium carbonate). Yields the product C(=O)(O)C1=CC=C(OC2=CC3=C(C=C(C(O3)C(F)(F)F)C(=O)O)C=C2Cl)C=C1 (7-(4-Carboxyphenoxy)-6-chloro-2-(trifluoromethyl)-2H-1-benzopyran-3-carboxylic Acid). As a reaction SMILES: [OH:1][C:2]1[CH:10]=[CH:9][C:5]([C:6]([OH:8])=[O:7])=[CH:4][CH:3]=1.[Cl:11][C:12]1[C:13](F)=[CH:14][C:15]2[O:20][CH:19]([C:21]([F:24])([F:23])[F:22])[C:18]([C:25]([O:27]CC)=[O:26])=[CH:17][C:16]=2[CH:30]=1.C(=O)([O-])[O-].[K+].[K+]>>[C:6]([C:5]1[CH:9]=[CH:10][C:2]([O:1][C:13]2[C:12]([Cl:11])=[CH:30][C:16]3[CH:17]=[C:18]([C:25]([OH:27])=[O:26])[CH:19]([C:21]([F:23])([F:24])[F:22])[O:20][C:15]=3[CH:14]=2)=[CH:3][CH:4]=1)([OH:8])=[O:7] |f:2.3.4|. Procedure: The title compound was prepared from 4-hydroxybenzoic acid and ethyl 6-chloro-7-fluoro-2-(trifluoromethyl)-2H-1-benzopyran-3-carboxylate (Example 183, Step 2) via a procedure similar to that described in Example 183, Steps 3 and 4. (Note: In the step similar to step 3, an additional equivalent of potassium carbonate was added.) mp>300° C. 1H NMR (acetone-d6/300 MHz) 8.16 (d, 2H, J=8.9 Hz), 7.96 (s, 1H), 7.79 (s, 1H), 7.20 (d, 2H, J=8.9 Hz), 6.87 (s, 1H), 5.90 (q, 1H, J=7.0 Hz). 19F NMR (acetone-...